From a dataset of the Open Reaction Database (ORD), a public repository of structured organic reaction records. describe an organic reaction: reactants, conditions, products, and yield The reactants are CN(S(=O)=O)CCC1=C(C=C(C(=C1)[N+](=O)[O-])F)Cl (N-methyl-N-(2-chloro-4-fluoro-5-nitrobenzyl)methylsulfonamide). The reagents and catalysts are [Pt]=O (platinum oxide). The solvent is C(C)(=O)O (acetic acid). Yields the product CN(S(=O)=O)CCC1=C(C=C(C(=C1)N)F)Cl (N-methyl-N-(2-chloro-4-fluoro-5aminobenzyl)methylsulfonamide). Yield: 82.7%. Reaction SMILES: [CH3:1][N:2]([CH2:6][CH2:7][C:8]1[CH:13]=[C:12]([N+:14]([O-])=O)[C:11]([F:17])=[CH:10][C:9]=1[Cl:18])[SH:3](=[O:5])=[O:4]>C(O)(=O)C.[Pt]=O>[CH3:1][N:2]([CH2:6][CH2:7][C:8]1[CH:13]=[C:12]([NH2:14])[C:11]([F:17])=[CH:10][C:9]=1[Cl:18])[SH:3](=[O:4])=[O:5]. Procedure: By the method of Example 3, Step C, 1.0 g (0.0034 mole) of N-methyl-N-(2-chloro-4-fluoro-5-nitrobenzyl)methylsulfonamide was hydrogenated in the presence of 0.3 g of platinum oxide in 90 ml of glacial acetic acid, yielding 0.75 g of N-methyl-N-(2-chloro-4-fluoro-5aminobenzyl)methylsulfonamide as a yellow-tan solid, m.p. 108°-109° C. The nmr spectrum was consistent with the proposed structure. Starting materials: [BH4-], O=Cc1ccnc(Br)c1, CO, N#N, [Na+], O. Yields the product OCc1ccnc(Br)c1. Reaction SMILES: [BH4-:12].[Br:3][c:4]1[n:5][cH:6][cH:7][c:8]([CH:10]=[O:11])[cH:9]1.[CH3:15][OH:16].[N:1]#[N:2].[Na+:13].[OH2:14]>>[Br:3][c:4]1[n:5][cH:6][cH:7][c:8]([CH2:10][OH:11])[cH:9]1. Reactants: three, [BH4-].[Na+] (sodium borohydride), [OH-].[Na+] (sodium hydroxide), [OH-].[Na+] (NaOH), [N+](=O)([O-])C1=CC=C(C=C1)C1=CC2=C1C=CC(=C2)C(=O)C2=CC1=C(C(=C1)C1=CC=C(C=C1)[N+](=O)[O-])C=C2 (4-nitrophenyl-4-benzocyclobutenyl ketone), O.O.Cl[Sn]Cl (SnCl2.2H2O). Solvent: C(C)O (ethanol), C(C)O (ethanol), O (water). Reaction conditions: temperature 60 celsius, time 20 minute. The product is NC1=CC=C(C=C1)C1=CC2=C1C=CC(=C2)C(=O)C2=CC1=C(C(=C1)C1=CC=C(C=C1)N)C=C2 (4-Aminophenyl-4-Benzocyclobutenyl Ketone). The yield is 53.4%. RXN SMILES: [N+:1]([C:4]1[CH:9]=[CH:8][C:7]([C:10]2[C:13]3[CH:14]=[CH:15][C:16]([C:18]([C:20]4[CH:36]=[CH:35][C:23]5[C:24]([C:26]6[CH:31]=[CH:30][C:29]([N+:32]([O-])=O)=[CH:28][CH:27]=6)=[CH:25][C:22]=5[CH:21]=4)=[O:19])=[CH:17][C:12]=3[CH:11]=2)=[CH:6][CH:5]=1)([O-])=O.O.O.Cl[Sn]Cl.[BH4-].[Na+].[OH-].[Na+]>C(O)C.O>[NH2:1][C:4]1[CH:9]=[CH:8][C:7]([C:10]2[C:13]3[CH:14]=[CH:15][C:16]([C:18]([C:20]4[CH:36]=[CH:35][C:23]5[C:24]([C:26]6[CH:31]=[CH:30][C:29]([NH2:32])=[CH:28][CH:27]=6)=[CH:25][C:22]=5[CH:21]=4)=[O:19])=[CH:17][C:12]=3[CH:11]=2)=[CH:6][CH:5]=1 |f:1.2.3,4.5,6.7|. Procedure: Into a 250 ml three neck round bottom flask equipped with a magnetic stirring bar, a reflux condensor with a nitrogen inlet and a thermometer and an equilibrating addition funnel is charged 1.0 g (3.95 mmol) of 4-nitrophenyl-4-benzocyclobutenyl ketone, 4.46 g (19.75 mmol) of (SnCl2.2H2O) and 100 ml of ethanol. Under a nitrogen atmosphere, the mixture is heated to 60° C. To the mixture, in a slow dropwise manner is added sodium borohydride, 75 mg (1.975 mmol) in 20 ml of ethanol, over a period of... Reactants: CC(=O)OC1C(N2CCN(C)CC2)CC2C3CCC4CC(O)C(N5CCC(O)CC5)CC4(C)C3CCC21C, CBr. Yields the product [Br-], CC(=O)OC1C(N2CC[N+](C)(C)CC2)CC2C3CCC4CC(O)C(N5CCC(O)CC5)CC4(C)C3CCC21C. As a reaction SMILES: [C:1]([CH3:2])(=[O:3])[O:4][CH:5]1[C:6]2([CH3:7])[CH:8]([CH2:9][CH:10]1[N:11]1[CH2:12][CH2:13][N:14]([CH3:17])[CH2:15][CH2:16]1)[CH:18]1[CH2:19][CH2:20][CH:21]3[CH2:22][CH:23]([OH:38])[CH:24]([N:31]4[CH2:32][CH2:33][CH:34]([OH:37])[CH2:35][CH2:36]4)[CH2:25][C:26]3([CH3:27])[CH:28]1[CH2:29][CH2:30]2.[CH3:39][Br:40]>>[Br-:40].[C:1]([CH3:2])(=[O:3])[O:4][CH:5]1[C:6]2([CH3:7])[CH:8]([CH2:9][CH:10]1[N:11]1[CH2:12][CH2:13][N+:14]([CH3:17])([CH3:39])[CH2:15][CH2:16]1)[CH:18]1[CH2:19][CH2:20][CH:21]3[CH2:22][CH:23]([OH:38])[CH:24]([N:31]4[CH2:32][CH2:33][CH:34]([OH:37])[CH2:35][CH2:36]4)[CH2:25][C:26]3([CH3:27])[CH:28]1[CH2:29][CH2:30]2. The reactants are [Na] (sodium), C(#N)C=1C(NC(N(C1)C1=CC=CC=C1)=O)=O (5-cyano-1-phenyl-uracil), ClC(SCl)(F)Cl (dichlorofluoromethane sulphenyl chloride), ClC(SCl)(Cl)Cl (trichloromethane sulphenyl chloride). The product is 5-cyano-3-dichlorofluoromethane sulphenyl-1-phenyl-uracil, C(#N)C=1C(N(C(N(C1)C1=CC=CC=C1)=O)SC(Cl)(Cl)Cl)=O (5-cyano-1-phenyl-3-trichloromethane sulphenyl uracil). As a reaction SMILES: [Na].[C:2]([C:4]1[C:5](=[O:17])[NH:6][C:7](=[O:16])[N:8]([C:10]2[CH:15]=[CH:14][CH:13]=[CH:12][CH:11]=2)[CH:9]=1)#[N:3].ClC(Cl)(F)SCl.[Cl:24][C:25]([Cl:29])([Cl:28])[S:26]Cl>>[C:2]([C:4]1[C:5](=[O:17])[N:6]([S:26][C:25]([Cl:29])([Cl:28])[Cl:24])[C:7](=[O:16])[N:8]([C:10]2[CH:15]=[CH:14][CH:13]=[CH:12][CH:11]=2)[CH:9]=1)#[N:3] |^1:0|. Procedure: The sodium salt of 5-cyano-1-phenyl-uracil is reacted with each of dichlorofluoromethane sulphenyl chloride and trichloromethane sulphenyl chloride following the foregoing procedure to yield 5-cyano-3-dichlorofluoromethane sulphenyl-1-phenyl-uracil and 5-cyano-1-phenyl-3-trichloromethane sulphenyl uracil. Reactants: [Cl-].[Cl-].[Cl-].[Cl-].[Zr+4] (zirconium tetrachloride), ethereal solution, C[Li] (methyllithium), bisisopropyl-substituted, CCCCC (pentane). Run at time 24 hour. Product: [CH-]1C=CC=C1.[CH-]1C=CC=C1.[Zr+2] (zirconocene). Reaction SMILES: C[Li].[Cl-].[Cl-].[Cl-].[Cl-].[Zr+4:7].[CH3:8][CH2:9][CH2:10][CH2:11][CH3:12]>>[CH-:10]1[CH:11]=[CH:12][CH:8]=[CH:9]1.[CH-:10]1[CH:11]=[CH:12][CH:8]=[CH:9]1.[Zr+2:7] |f:1.2.3.4.5,7.8.9|. Procedure: 2.00 ml (3.22 mmol) of a 1.60M ethereal solution of methyllithium are added dropwise at 0° C. to a solution of 500 mg (1.61 mmol) of the bisisopropyl-substituted compounds (Examples 23a and 23b) in 20 ml of pentane. The mixture is allowed to warm to room temperature, giving, after 12 hours, a cloudy, orange suspension, which is cooled to -78° C. and treated with 373 mg (1.61 mmol) of zirconium tetrachloride. After the mixture has been stirred at room temperature for 24 hours, the insoluble const... The reactants are [Al+3], COc1ccccc1OC, [Cl-], [Cl-], [Cl-], Cl, O=C(Cl)c1ccc(F)cc1, O. Product: COc1ccc(C(=O)c2ccc(F)cc2)cc1OC. RXN SMILES: [Al+3:12].[CH3:1][O:2][c:3]1[cH:4][cH:5][cH:6][cH:7][c:8]1[O:9][CH3:10].[Cl-:11].[Cl-:13].[Cl-:14].[ClH:26].[F:15][c:16]1[cH:17][cH:18][c:19]([C:20](=[O:21])[Cl:22])[cH:23][cH:24]1.[OH2:25]>>[CH3:1][O:2][c:3]1[cH:4][c:5]([C:20]([c:19]2[cH:18][cH:17][c:16]([F:15])[cH:24][cH:23]2)=[O:21])[cH:6][cH:7][c:8]1[O:9][CH3:10]. The reactants are Cl (HCl), C(=O)(O)[O-].[Na+] (NaHCO3), [Li]CCCC (n-BuLi), BrC1=C(N=CC2=CC=CC=C12)C (4-bromo-3-methylisoquinoline), CN(C)C=O (DMF). Run in C1CCOC1 (THF). Conditions: time 10 minute. Product: CC=1N=CC2=CC=CC=C2C1C=O (3-methylisoquinoline-4-carbaldehyde). The yield is 42.6%. As a reaction SMILES: [Li]CCCC.Br[C:7]1[C:16]2[C:11](=[CH:12][CH:13]=[CH:14][CH:15]=2)[CH:10]=[N:9][C:8]=1[CH3:17].CN([CH:21]=[O:22])C.Cl.C([O-])(O)=O.[Na+]>C1COCC1>[CH3:17][C:8]1[N:9]=[CH:10][C:11]2[C:16]([C:7]=1[CH:21]=[O:22])=[CH:15][CH:14]=[CH:13][CH:12]=2 |f:4.5|. Procedure details: To a solution of n-BuLi (2.5M, 0.869 ml, 2.17 mmol)) in 10 ml anhydrous THF at −50° C., 4-bromo-3-methylisoquinoline (0.460 g, 2.07 mmol) was added. After 10 minutes of stirring, DMF (0.32 g, 4.14 mmol) was added to the solution. The reaction mixture was allowed to stir at −50° C. for 20 minutes and then at room temperature for 15 minutes. 5 ml of 1N HCl was added and the solution was stirred for another 5 minutes. The reaction mixture was neutralized with saturated solution of NaHCO3 (25 ml) an...